Dataset: the Open Reaction Database (ORD), a public repository of structured organic reaction records. Task: describe an organic reaction: reactants, conditions, products, and yield Starting materials: FC1(CN(C1)C=1C(=CC(=NC1)C(=O)O)OCC(F)(F)F)F (5-(3,3-difluoroazetidin-1-yl)-4-(2,2,2-trifluoroethoxy)pyridine-2-carboxylic acid), NC1(COC1)CC(=O)N (2-(3-Amino-oxetan-3-yl)-acetamide). The product is NC(CC1(COC1)NC(=O)C1=NC=C(C(=C1)OCC(F)(F)F)N1CC(C1)(F)F)=O (N-[3-(2-amino-2-oxoethyl)oxetan-3-yl]-5-(3,3-difluoroazetidin-1-yl)-4-(2,2,2-trifluoroethoxy)pyridine-2-carboxamide). RXN SMILES: [F:1][C:2]1([F:21])[CH2:5][N:4]([C:6]2[C:7]([O:15][CH2:16][C:17]([F:20])([F:19])[F:18])=[CH:8][C:9]([C:12](O)=[O:13])=[N:10][CH:11]=2)[CH2:3]1.[NH2:22][C:23]1([CH2:27][C:28]([NH2:30])=[O:29])[CH2:26][O:25][CH2:24]1>>[NH2:30][C:28](=[O:29])[CH2:27][C:23]1([NH:22][C:12]([C:9]2[CH:8]=[C:7]([O:15][CH2:16][C:17]([F:20])([F:19])[F:18])[C:6]([N:4]3[CH2:3][C:2]([F:1])([F:21])[CH2:5]3)=[CH:11][N:10]=2)=[O:13])[CH2:26][O:25][CH2:24]1. Procedure details: The title compound was synthesized in analogy to Example 112e, using 5-(3,3-difluoroazetidin-1-yl)-4-(2,2,2-trifluoroethoxy)pyridine-2-carboxylic acid (Example 223b) and 2-(3-Amino-oxetan-3-yl)-acetamide (CAN 1417638-25-5) as starting material and isolated (42 mg, 31%); MS (ESI, m/z): 425.5 (M+H+).